Dataset: the Open Reaction Database (ORD), a public repository of structured organic reaction records. Task: describe an organic reaction: reactants, conditions, products, and yield Starting materials: [Cl-].[NH4+] (ammonium chloride), [Mg] (magnesium ribbon), BrCC (bromoethane), CC1=CC2=C(C=C1C=O)OCO2 ((6-methyl-1,3-benzodioxol-5-yl)carboxaldehyde), Grignard reagent. Run in O1CCCC1 (tetrahydrofuran), O1CCCC1 (tetrahydrofuran). Conditions: time 2 hour. Yields the product CC=1C(=CC2=C(OCO2)C1)C(CC)O (1-(6-Methyl-1,3-benzodioxol-5-yl)-1-propanol). Isolated yield 95.9%. RXN SMILES: [CH3:1][C:2]1[C:7]([CH:8]=[O:9])=[CH:6][C:5]2[O:10][CH2:11][O:12][C:4]=2[CH:3]=1.[Mg].Br[CH2:15][CH3:16].[Cl-].[NH4+]>O1CCCC1>[CH3:1][C:2]1[C:7]([CH:8]([OH:9])[CH2:15][CH3:16])=[CH:6][C:5]2[O:10][CH2:11][O:12][C:4]=2[CH:3]=1 |f:3.4|. Procedure: A solution of 2.0 g of (6-methyl-1,3-benzodioxol-5-yl)carboxaldehyde in 15 ml of anhydrous tetrahydrofuran was added dropwise at room temperature to a Grignard reagent prepared from 0.32 g of magnesium ribbon, 20 ml of anhydrous tetrahydrofuran and 1.4 g of bromoethane. The mixture was stirred for 2 h. A saturated ammonium chloride solution was added to the reaction mixture. The solvent was distilled off. After extraction with ethyl acetate followed by drying over magnesium sulfate and concentra... Reactants: C(C)(C)(C)C1=NN(C(=C1)NC(OCC(Cl)(Cl)Cl)=O)C1=CC=C(C=C1)C (2,2,2-trichloroethyl 3-tert-butyl-1-p-tolyl-1H-pyrazol-5-ylcarbamate), C(C)(C)N(C(C)C)CC (N,N-diisopropylethylamine), NC(=O)N (urea), COC(CN1N=CC2=CC(=CC=C12)OC1=C(C=C(C=C1)F)CN)OC ((2-(1-(2,2-dimethoxyethyl)-1H-indazol-5-yloxy)-5-fluorophenyl)methanamine). Run in CN(C(C)=O)C (N,N-dimethylacetamide). Reaction conditions: temperature 80 celsius. The product is C(C)(C)(C)C1=NN(C(=C1)NC(=O)NCC1=C(C=CC(=C1)F)OC=1C=C2C=NN(C2=CC1)CCO)C1=CC=C(C=C1)C (1-(3-tert-butyl-1-p-tolyl-1H-pyrazol-5-yl)-3-(5-fluoro-2-(1-(2-hydroxyethyl)-1H-indazol-5-yloxy)benzyl)urea), foam. The yield is 74.0%. RXN SMILES: NC(N)=O.CO[CH:7]([O:28]C)[CH2:8][N:9]1[C:17]2[C:12](=[CH:13][C:14]([O:18][C:19]3[CH:24]=[CH:23][C:22]([F:25])=[CH:21][C:20]=3[CH2:26][NH2:27])=[CH:15][CH:16]=2)[CH:11]=[N:10]1.[C:30]([C:34]1[CH:38]=[C:37]([NH:39][C:40](=O)[O:41]CC(Cl)(Cl)Cl)[N:36]([C:48]2[CH:53]=[CH:52][C:51]([CH3:54])=[CH:50][CH:49]=2)[N:35]=1)([CH3:33])([CH3:32])[CH3:31].C(N(CC)C(C)C)(C)C>CN(C)C(=O)C>[C:30]([C:34]1[CH:38]=[C:37]([NH:39][C:40]([NH:27][CH2:26][C:20]2[CH:21]=[C:22]([F:25])[CH:23]=[CH:24][C:19]=2[O:18][C:14]2[CH:13]=[C:12]3[C:17](=[CH:16][CH:15]=2)[N:9]([CH2:8][CH2:7][OH:28])[N:10]=[CH:11]3)=[O:41])[N:36]([C:48]2[CH:53]=[CH:52][C:51]([CH3:54])=[CH:50][CH:49]=2)[N:35]=1)([CH3:33])([CH3:32])[CH3:31]. Reported procedure: Preparation of 1-(3-tert-butyl-1-p-tolyl-1H-pyrazol-5-yl)-3-(241-(2,2-dimethoxyethyl)-1H-indazol-5-yloxy)-5-fluorobenzyl)urea 70: (2-(1-(2,2-dimethoxyethyl)-1H-indazol-5-yloxy)-5-fluorophenyl)methanamine (2.00 g, 5.791 mmol), 2,2,2-trichloroethyl 3-tert-butyl-1-p-tolyl-1H-pyrazol-5-ylcarbamate (3.516 g, 8.686 mmol) and N,N-diisopropylethylamine (3.026 mL, 17.37 mmol) were suspended in N,N-dimethylacetamide (50 mL) and heated at 80° C. overnight. The reaction mixture was concentrated under reduce... Reactants: C1(CCCCC1)N=C=NC1CCCCC1 (dicyclohexylcarbodiimide), C1(=CC=CC=C1)C=1N=C(NC1C1=CC=CC=C1)SCCCCC(=O)O (5-(4,5-diphenyl-1H-imidazol-2-ylthio)-pentanoic acid), O.OC1=CC=CC=2NN=NC21 (hydroxybenzotriazole hydrate), C(C)N(CCN)CC (N,N-diethylethylenediamine). Run in C(C)(=O)OCC (ethyl acetate), CN(C=O)C (dimethylformamide), CN(C=O)C (dimethylformamide). Run at temperature 0 celsius, time 48 hour. The product is C(C)N(CCNC(CCCCSC=1NC(=C(N1)C1=CC=CC=C1)C1=CC=CC=C1)=O)CC (N-[2-(diethylamino)ethyl]-5-(4,5-diphenyl-1H-imidazol-2-ylthio)-pentanamide). Isolated yield 79.1%. Reaction SMILES: [C:1]1([C:7]2[N:8]=[C:9]([S:18][CH2:19][CH2:20][CH2:21][CH2:22][C:23](O)=[O:24])[NH:10][C:11]=2[C:12]2[CH:17]=[CH:16][CH:15]=[CH:14][CH:13]=2)[CH:6]=[CH:5][CH:4]=[CH:3][CH:2]=1.O.OC1C2N=NNC=2C=CC=1.[CH2:37]([N:39]([CH2:43][CH3:44])[CH2:40][CH2:41][NH2:42])[CH3:38].C1(N=C=NC2CCCCC2)CCCCC1>CN(C)C=O.C(OCC)(=O)C>[CH2:37]([N:39]([CH2:43][CH3:44])[CH2:40][CH2:41][NH:42][C:23](=[O:24])[CH2:22][CH2:21][CH2:20][CH2:19][S:18][C:9]1[NH:10][C:11]([C:12]2[CH:13]=[CH:14][CH:15]=[CH:16][CH:17]=2)=[C:7]([C:1]2[CH:6]=[CH:5][CH:4]=[CH:3][CH:2]=2)[N:8]=1)[CH3:38] |f:1.2|. Procedure: 5-(4,5-diphenyl-1H-imidazol-2-ylthio)-pentanoic acid (3.73 g, 10.58 retool) was dissolved in 40 mL dry dimethylformamide, and treated with solid hydroxybenzotriazole hydrate (1.77 g, 13.10 retool). Then, a 20 mL dimethylformamide solution of N,N-diethylethylenediamine (2.00 mL, 14.24 mmol) was added dropwise. The mixture was cooled to 0° C., and solid dicyclohexylcarbodiimide (2.81 g, 13.62 mmol) was added in small portions over 20 minutes. The mixture was allowed to slowly warm and stirred for ... Reactants: OC(CCCC/C=C(\C)/C=1C=C(OCC=2C=C(C(C(=O)OC)=CC2)C(=O)OC)C=CC1)(C)C (dimethyl 4-[3-((E)-7-hydroxy-1,7-dimethyloct-1-enyl)phenoxymethyl]-phthalate), [BH4-].[Li+] (lithium borohydride). Product: OCC=1C=C(COC=2C=C(C=CC2)/C(=C/CCCCC(C)(O)C)/C)C=CC1CO ((E)-8-[3-(3,4-bis-Hydroxymethylbenzyloxy)phenyl]-2-methylnon-7-en-2-ol). Reaction SMILES: [OH:1][C:2]([CH3:33])([CH3:32])[CH2:3][CH2:4][CH2:5][CH2:6]/[CH:7]=[C:8](/[C:10]1[CH:11]=[C:12]([CH:29]=[CH:30][CH:31]=1)[O:13][CH2:14][C:15]1[CH:16]=[C:17]([C:25](OC)=[O:26])[C:18](=[CH:23][CH:24]=1)[C:19](OC)=[O:20])\[CH3:9].[BH4-].[Li+]>>[OH:26][CH2:25][C:17]1[CH:16]=[C:15]([CH:24]=[CH:23][C:18]=1[CH2:19][OH:20])[CH2:14][O:13][C:12]1[CH:11]=[C:10](/[C:8](/[CH3:9])=[CH:7]/[CH2:6][CH2:5][CH2:4][CH2:3][C:2]([CH3:32])([OH:1])[CH3:33])[CH:31]=[CH:30][CH:29]=1 |f:1.2|. Procedure: In a manner similar to Example 53(e), by reacting 204 mg (0.46 mmol) of dimethyl 4-[3-((E)-7-hydroxy-1,7-dimethyloct-1-enyl)phenoxymethyl]-phthalate (prepared in a manner similar to Examples 72(a-c)) with 30 mg (1.4 mmol) of lithium borohydride, a colourless oil is obtained (m=146 mg; Y=82%). Starting materials: COc1ccc(CN(Cc2ccc(OC)cc2)c2cc(-c3cc(CN4CCN(S(C)(=O)=O)CC4)cnc3Nc3ccc(OC)nc3)nc(C)n2)cc1, O=C(O)C(F)(F)F, O=S(=O)(O)C(F)(F)F. The product is COc1ccc(Nc2ncc(CN3CCN(S(C)(=O)=O)CC3)cc2-c2cc(N)nc(C)n2)cn1. RXN SMILES: [CH3:1][O:2][c:3]1[cH:4][cH:5][c:6]([CH2:7][N:8]([c:9]2[n:10][c:11]([CH3:41])[n:12][c:13](-[c:15]3[c:16]([NH:32][c:33]4[cH:34][n:35][c:36]([O:39][CH3:40])[cH:37][cH:38]4)[n:17][cH:18][c:19]([CH2:21][N:22]4[CH2:23][CH2:24][N:25]([S:28](=[O:29])(=[O:30])[CH3:31])[CH2:26][CH2:27]4)[cH:20]3)[cH:14]2)[CH2:42][c:43]2[cH:44][cH:45][c:46]([O:47][CH3:48])[cH:49][cH:50]2)[cH:51][cH:52]1.[F:61][C:62]([F:63])([F:64])[C:65]([OH:66])=[O:67].[OH:53][S:54]([C:55]([F:56])([F:57])[F:58])(=[O:59])=[O:60]>>[NH2:8][c:9]1[n:10][c:11]([CH3:41])[n:12][c:13](-[c:15]2[c:16]([NH:32][c:33]3[cH:34][n:35][c:36]([O:39][CH3:40])[cH:37][cH:38]3)[n:17][cH:18][c:19]([CH2:21][N:22]3[CH2:23][CH2:24][N:25]([S:28](=[O:29])(=[O:30])[CH3:31])[CH2:26][CH2:27]3)[cH:20]2)[cH:14]1. Starting materials: CCCCCCCCCCCCN, ClCCl, CO, CCO, ClC(Cl)Cl, OCCCNc1ccnc(Cl)n1, [NH4+], [OH-], O, c1cncnc1. The product is CCCCCCCCCCCCNc1nccc(NCCCO)n1. Reaction SMILES: [CH2:13]([CH2:14][CH2:15][CH2:16][CH2:17][CH2:18][CH2:19][CH2:20][CH2:21][CH2:22][CH2:23][CH3:24])[NH2:25].[CH2:34]([Cl:35])[Cl:36].[CH3:37][OH:38].[CH3:44][CH2:45][OH:46].[CH:39]([Cl:40])([Cl:41])[Cl:42].[Cl:1][c:2]1[n:3][cH:4][cH:5][c:6]([NH:8][CH2:9][CH2:10][CH2:11][OH:12])[n:7]1.[NH4+:26].[OH-:27].[OH2:43].[cH:28]1[cH:29][n:30][cH:31][n:32][cH:33]1>>[c:2]1([NH:25][CH2:13][CH2:14][CH2:15][CH2:16][CH2:17][CH2:18][CH2:19][CH2:20][CH2:21][CH2:22][CH2:23][CH3:24])[n:3][cH:4][cH:5][c:6]([NH:8][CH2:9][CH2:10][CH2:11][OH:12])[n:7]1. Starting materials: COC1=CC=C(C=C1)C1SC2=C(NC(C1O)=O)C=CC(=C2)Cl (2-(4-methoxyphenyl)-3-hydroxy-8-chloro-2,3-dihydro-1,5-benzothiazepin-4(5H)-one), BrCCCCl (1-bromo-3-chloropropane), C(=O)([O-])[O-].[K+].[K+] (K2CO3). Run in CC(=O)C (acetone). Yields the product COC1=CC=C(C=C1)[C@@H]1SC2=C(N(C([C@@H]1O)=O)CCCCl)C=CC(=C2)Cl (cis-2-(4-methoxyphenyl)-3-hydroxy-5-(3-chloropropyl)-8-chloro-2,3-dihydro-1,5-benzothiazepin-4(5H)-one). The yield is 106.3%. As a reaction SMILES: [CH3:1][O:2][C:3]1[CH:8]=[CH:7][C:6]([CH:9]2[CH:15]([OH:16])[C:14](=[O:17])[NH:13][C:12]3[CH:18]=[CH:19][C:20]([Cl:22])=[CH:21][C:11]=3[S:10]2)=[CH:5][CH:4]=1.Br[CH2:24][CH2:25][CH2:26][Cl:27].C([O-])([O-])=O.[K+].[K+]>CC(C)=O>[CH3:1][O:2][C:3]1[CH:8]=[CH:7][C:6]([C@H:9]2[C@@H:15]([OH:16])[C:14](=[O:17])[N:13]([CH2:24][CH2:25][CH2:26][Cl:27])[C:12]3[CH:18]=[CH:19][C:20]([Cl:22])=[CH:21][C:11]=3[S:10]2)=[CH:5][CH:4]=1 |f:2.3.4|. Procedure: 8.395 g (25.0 mmol) of 2-(4-methoxyphenyl)-3-hydroxy-8-chloro-2,3-dihydro-1,5-benzothiazepin-4(5H)-one (IV-1), 4.723 g (30.0 mmol) of 1-bromo-3-chloropropane (V-1) and 4.146 g (30.0 mmol) of K2CO3 were dissolved in 168 ml of acetone, and the mixture was refluxed for 20 hours. The reaction mixture was evaporated under reduced pressure to give a residue, which was chromatographed on silica gel to give 10.96 g of cis-2-(4-methoxyphenyl)-3-hydroxy-5-(3-chloropropyl)-8-chloro-2,3-dihydro-1,5-benzothi...